This data is from the Open Reaction Database (ORD), a public repository of structured organic reaction records. The task is: describe an organic reaction: reactants, conditions, products, and yield The reactants are ClC1=CC=C(C=C1)S(=O)(=O)NC1CCNC1 (4-(4-chlorophenylsulfonylamino)pyrrolidine), FC(C(=O)O)(F)F (trifluoroacetic acid). The product is FC(C(=O)O)(F)F.ClC1=CC=C(C=C1)S(=O)(=O)NC1CCNC1 (4-(4-chlorophenylsulfonylamino)pyrrolidine trifluoroacetate). Reaction SMILES: [Cl:1][C:2]1[CH:7]=[CH:6][C:5]([S:8]([NH:11][CH:12]2[CH2:16][NH:15][CH2:14][CH2:13]2)(=[O:10])=[O:9])=[CH:4][CH:3]=1.[F:17][C:18]([F:23])([F:22])[C:19]([OH:21])=[O:20]>>[F:17][C:18]([F:23])([F:22])[C:19]([OH:21])=[O:20].[Cl:1][C:2]1[CH:3]=[CH:4][C:5]([S:8]([NH:11][CH:12]2[CH2:16][NH:15][CH2:14][CH2:13]2)(=[O:10])=[O:9])=[CH:6][CH:7]=1 |f:2.3|. Reported procedure: A solution of (2S,4R)-1-t-butoxycarbonyl-2-[(E and Z)-5-carboxy-1-pentenyl]-4-(4-chlorophenylsulfonylamino)pyrrolidine (7.63 g) in 75% aqueous trifluoroacetic acid (48 ml) was stirred at room temperature for 40 minutes and the solvent was evaporated in vacuo. To the residue was added toluene (50 ml) and the solvent was evaporated in vacuo to give (2S,4R)-2-[(E and Z)-5-carboxy-1-pentenyl]-4-(4-chlorophenylsulfonylamino)pyrrolidine trifluoroacetate (7.85 g) as a brown oil. The reactants are CC(C(=O)O)(C)S(=O)(=O)C1CCOCC1 (2-methyl-2-(tetrahydro-pyran-4-sulfonyl)-propionic acid), acid chloride, C(C(=O)Cl)(=O)Cl (oxalyl chloride), C(C)(C)(C)C1=NOC(=C1)CN ((3-tert-butyl-1,2-oxazol-5-yl)methanamine), C(C)(C)N(C(C)C)CC (N,N-diisopropylethylamine). The reagents and catalysts are CN(C)C=O (DMF). Run in C(Cl)Cl (DCM), C(Cl)Cl (DCM). Product: C(C)(C)(C)C1=NOC(=C1)CNC(C(C)(S(=O)(=O)C1CCOCC1)C)=O (N-(3-tert-butyl-isoxazol-5-ylmethyl)-2-methyl-2-(tetrahydro-pyran-4-sulfonyl)-propionamide). The yield is 43.9%. As a reaction SMILES: [CH3:1][C:2]([S:7]([CH:10]1[CH2:15][CH2:14][O:13][CH2:12][CH2:11]1)(=[O:9])=[O:8])([CH3:6])[C:3]([OH:5])=O.C(Cl)(=O)C(Cl)=O.[C:22]([C:26]1[CH:30]=[C:29]([CH2:31][NH2:32])[O:28][N:27]=1)([CH3:25])([CH3:24])[CH3:23].C(N(CC)C(C)C)(C)C>CN(C=O)C.C(Cl)Cl>[C:22]([C:26]1[CH:30]=[C:29]([CH2:31][NH:32][C:3](=[O:5])[C:2]([CH3:1])([S:7]([CH:10]2[CH2:15][CH2:14][O:13][CH2:12][CH2:11]2)(=[O:9])=[O:8])[CH3:6])[O:28][N:27]=1)([CH3:25])([CH3:23])[CH3:24]. Reported procedure: Activation of 51 mg (0.22 mmol) of 2-methyl-2-(tetrahydro-pyran-4-sulfonyl)-propionic acid as the corresponding acid chloride is achieved by treatment with oxalyl chloride (0.04 mL) and DMF (1 drop) in DCM (2 mL) at room temperature for 1 h. The reaction is concentrated under reduced pressure. The crude acid chloride is dissolved in DCM (1 mL) and added dropwise to a solution of (3-tert-butyl-1,2-oxazol-5-yl)methanamine (42 mg, 80%, 0.22 mmol) and N,N-diisopropylethylamine (114 μL, 0.66 mmol) in... Starting materials: C(C1=CC=CC=C1)OC1=CC2=C(CCC3=C(CN(CC2)C)C(=C(C=C3)OC)OC)C=C1 (10-benzyloxy-3,4-dimethoxy-6-methyl-5,6,7,8,13,14-hexahydrodibenz[c,g]azecine), C(C)(=O)OCC (ethyl acetate). The reagents and catalysts are [O-2].[O-2].[O-2].[Cr+6] (chromium trioxide). Run in N1=CC=CC=C1 (pyridine), N1=CC=CC=C1 (pyridine). Run at time 2 hour. The product is C(C1=CC=CC=C1)OC1=CC2=C(CCC3=C(CN(CC2)C=O)C(=C(C=C3)OC)OC)C=C1 (10-benzyloxy-3,4-dimethoxy-6-formyl-5,6,7,8,13,14-hexahydrodibenz[c,g]azecine). Reaction SMILES: [CH2:1]([O:8][C:9]1[CH:31]=[CH:30][C:12]2[CH2:13][CH2:14][C:15]3[CH:25]=[CH:24][C:23]([O:26][CH3:27])=[C:22]([O:28][CH3:29])[C:16]=3[CH2:17][N:18]([CH3:21])[CH2:19][CH2:20][C:11]=2[CH:10]=1)[C:2]1[CH:7]=[CH:6][CH:5]=[CH:4][CH:3]=1.C(OCC)(=[O:34])C>N1C=CC=CC=1.[O-2].[O-2].[O-2].[Cr+6]>[CH2:1]([O:8][C:9]1[CH:31]=[CH:30][C:12]2[CH2:13][CH2:14][C:15]3[CH:25]=[CH:24][C:23]([O:26][CH3:27])=[C:22]([O:28][CH3:29])[C:16]=3[CH2:17][N:18]([CH:21]=[O:34])[CH2:19][CH2:20][C:11]=2[CH:10]=1)[C:2]1[CH:7]=[CH:6][CH:5]=[CH:4][CH:3]=1 |f:3.4.5.6|. Procedure: To a chromium trioxide - pyridine complex freshly prepared from 28 g of chromium trioxide and 280 ml of anhydrous pyridine is added dropwise a solution of 21 g of 10-benzyloxy-3,4-dimethoxy-6-methyl-5,6,7,8,13,14-hexahydrodibenz[c,g]azecine in 140 ml of pyridine at 10° - 15°C over a period of 35 minutes, and the mixture is allowed to stand at the same temperature for 2 hours and then at room temperature for 15 hours. The mixture is then diluted with 600 ml of ethyl acetate, stirred well, and fil... Reactants: CC(C)(C)OC(=O)NN1C(=O)Cc2ccccc2-c2ccccc21, O=C([O-])[O-], ClCCl, [Cs+], [Cs+], CC(C)CI, CN(C)C=O. The product is CC(C)CC1C(=O)N(NC(=O)OC(C)(C)C)c2ccccc2-c2ccccc21. Reaction SMILES: [C:1](=[O:2])([O:3][C:4]([CH3:5])([CH3:6])[CH3:7])[NH:8][N:9]1[c:10]2[c:11]([cH:21][cH:22][cH:23][cH:24]2)-[c:12]2[c:13]([cH:17][cH:18][cH:19][cH:20]2)[CH2:14][C:15]1=[O:16].[C:25](=[O:26])([O-:27])[O-:28].[Cl:41][CH2:42][Cl:43].[Cs+:29].[Cs+:30].[I:31][CH2:32][CH:33]([CH3:34])[CH3:35].[O:36]=[CH:37][N:38]([CH3:39])[CH3:40]>>[C:1](=[O:2])([O:3][C:4]([CH3:5])([CH3:6])[CH3:7])[NH:8][N:9]1[c:10]2[c:11]([cH:21][cH:22][cH:23][cH:24]2)-[c:12]2[c:13]([cH:17][cH:18][cH:19][cH:20]2)[CH:14]([CH2:32][CH:33]([CH3:34])[CH3:35])[C:15]1=[O:16]. Starting materials: C(C(=O)Cl)(=O)Cl (oxalyl chloride), CCN(C(C)C)C(C)C (Hunig's Base), CS(=O)C (DMSO), N1=C(C=CC=C1)N1N=CC(=C1C(F)(F)F)C1=NC(=NO1)C1=CC=C(C=C1)CO ((4-(5-(1-(pyridin-2-yl)-5-(trifluoromethyl)-1H-pyrazol-4-yl)-1,2,4-oxadiazol-3-yl)phenyl)methanol). The solvent is C(Cl)Cl (DCM), C(Cl)Cl (DCM). Reaction conditions: temperature -78 celsius, time 10 minute. The product is N1=C(C=CC=C1)N1N=CC(=C1C(F)(F)F)C1=NC(=NO1)C1=CC=C(C=O)C=C1 (4-(5-(1-(pyridin-2-yl)-5-(trifluoromethyl)-1H-pyrazol-4-yl)-1,2,4-oxadiazol-3-yl)benzaldehyde). Isolated yield 67.4%. RXN SMILES: C(Cl)(=O)C(Cl)=O.CS(C)=O.[N:11]1[CH:16]=[CH:15][CH:14]=[CH:13][C:12]=1[N:17]1[C:21]([C:22]([F:25])([F:24])[F:23])=[C:20]([C:26]2[O:30][N:29]=[C:28]([C:31]3[CH:36]=[CH:35][C:34]([CH2:37][OH:38])=[CH:33][CH:32]=3)[N:27]=2)[CH:19]=[N:18]1.CCN(C(C)C)C(C)C>C(Cl)Cl>[N:11]1[CH:16]=[CH:15][CH:14]=[CH:13][C:12]=1[N:17]1[C:21]([C:22]([F:23])([F:24])[F:25])=[C:20]([C:26]2[O:30][N:29]=[C:28]([C:31]3[CH:32]=[CH:33][C:34]([CH:37]=[O:38])=[CH:35][CH:36]=3)[N:27]=2)[CH:19]=[N:18]1. Reported procedure: 300 mL of DCM was cooled to −78° C., then oxalyl chloride (0.475 mL, 5.42 mmol) was added and the mixture was stirred at −78° C. for 10 min. DMSO (0.586 mL, 8.26 mmol) was added and the mixture was stirred at −78° C. for 15 min. A solution of (4-(5-(1-(pyridin-2-yl)-5-(trifluoromethyl)-1H-pyrazol-4-yl)-1,2,4-oxadiazol-3-yl)phenyl)methanol (1 g, 2.58 mmol) in 60 mL of DCM was added dropwise over 10 minutes into the reaction mixture, with the SM flask being rinsed with another 10 mL of DCM which w... The reactants are BrC=1C=NC=C(C(=O)N=[S@](C2=CC=CC=C2)(=O)C)C1 ((S)-5-bromo-N-[methyl(oxido)phenyl--sulfanylidene]nicotinamide), C(#C)C=1C=C(C(=O)NOC)C=CC1 (3-Ethynyl-N-methoxy-benzamide). The product is CONC(=O)C=1C=C(C=CC1)C#CC=1C=NC=C(C(=O)N=[S@](C2=CC=CC=C2)(=O)C)C1 ((S)-5-({3-[(methoxyamino)carbonyl]phenyl}ethynyl)-N-[methyl(oxido)phenyl--sulfanylidene]nicotinamide). RXN SMILES: Br[C:2]1[CH:3]=[N:4][CH:5]=[C:6]([CH:19]=1)[C:7]([N:9]=[S@@:10]([CH3:18])(=[O:17])[C:11]1[CH:16]=[CH:15][CH:14]=[CH:13][CH:12]=1)=[O:8].[C:20]([C:22]1[CH:23]=[C:24]([CH:30]=[CH:31][CH:32]=1)[C:25]([NH:27][O:28][CH3:29])=[O:26])#[CH:21]>>[CH3:29][O:28][NH:27][C:25]([C:24]1[CH:23]=[C:22]([C:20]#[C:21][C:2]2[CH:3]=[N:4][CH:5]=[C:6]([CH:19]=2)[C:7]([N:9]=[S@@:10]([CH3:18])(=[O:17])[C:11]2[CH:16]=[CH:15][CH:14]=[CH:13][CH:12]=2)=[O:8])[CH:32]=[CH:31][CH:30]=1)=[O:26]. Procedure: In a manner similar to that described in Example 460 (step 2), (S)-5-bromo-N-[methyl(oxido)phenyl--sulfanylidene]nicotinamide (0.100 g, 0.295 mmol) and 3-Ethynyl-N-methoxy-benzamide (0.106 g, 0.442 mmol) were reacted to give the title compound yield (0.126 g, 86%). Starting materials: Cc1cccc(O)c1C, CS(=O)(=O)N1CCC2OC2CC1, CC#N, [Na+], [OH-]. The product is Cc1cccc(OC2CCN(S(C)(=O)=O)CCC2O)c1C. Reaction SMILES: [CH3:13][c:14]1[c:15]([OH:21])[cH:16][cH:17][cH:18][c:19]1[CH3:20].[CH3:1][S:2](=[O:3])(=[O:4])[N:5]1[CH2:6][CH2:7][CH:8]2[CH:9]([CH2:10][CH2:11]1)[O:12]2.[CH3:24][C:25]#[N:26].[Na+:23].[OH-:22]>>[CH3:1][S:2](=[O:3])(=[O:4])[N:5]1[CH2:6][CH2:7][CH:8]([OH:12])[CH:9]([O:21][c:15]2[c:14]([CH3:13])[c:19]([CH3:20])[cH:18][cH:17][cH:16]2)[CH2:10][CH2:11]1.